This data is from the Open Reaction Database (ORD), a public repository of structured organic reaction records. The task is: describe an organic reaction: reactants, conditions, products, and yield Reactants: C(C(C)C)(=O)C1=CNC2=C(C=CC=C2C1=O)COC(C1=CC=CC=C1)=O (3-isobutyryl-8-(benzoyloxymethyl)-4(1H)-quinolone), P(=O)(Cl)(Cl)Cl (phosphoryl chloride). The product is C(C(C)C)(=O)C=1C=NC2=C(C=CC=C2C1Cl)COC(C1=CC=CC=C1)=O (3-isobutyryl-4-chloro-8-(benzoyloxymethyl)quinoline). As a reaction SMILES: [C:1]([C:6]1[C:15](=O)[C:14]2[C:9](=[C:10]([CH2:17][O:18][C:19](=[O:26])[C:20]3[CH:25]=[CH:24][CH:23]=[CH:22][CH:21]=3)[CH:11]=[CH:12][CH:13]=2)[NH:8][CH:7]=1)(=[O:5])[CH:2]([CH3:4])[CH3:3].P(Cl)(Cl)([Cl:29])=O>>[C:1]([C:6]1[CH:7]=[N:8][C:9]2[C:14]([C:15]=1[Cl:29])=[CH:13][CH:12]=[CH:11][C:10]=2[CH2:17][O:18][C:19](=[O:26])[C:20]1[CH:25]=[CH:24][CH:23]=[CH:22][CH:21]=1)(=[O:5])[CH:2]([CH3:4])[CH3:3]. Reported procedure: A solution of 3-isobutyryl-8-(benzoyloxymethyl)-4(1H)-quinolone (11.81 g, 29.9 mmol) in phosphoryl chloride (100 ml) was heated at reflux for 2.5 hours, then the excess phosphoryl chloride evaporated. Water was added and the product extracted into a mixture of dichloromethane and isopropyl alcohol. Drying and evaporation of the organic layer gave crude 3-isobutyryl-4-chloro-8-(benzoyloxymethyl)quinoline (12.0 g), contaminated with isopropyl alcohol. This was used without further purification. The reactants are O=C([O-])[O-], N#Cc1cnc2cnc(F)cc2c1NC1CCCC1, Nc1ccc(F)c(Cl)c1, [Cs+], [Cs+], CN(C)C=O. Product: N#Cc1cnc2cnc(Nc3ccc(F)c(Cl)c3)cc2c1NC1CCCC1. RXN SMILES: [C:29](=[O:30])([O-:31])[O-:32].[CH:10]1([NH:15][c:16]2[c:17]([C:27]#[N:28])[cH:18][n:19][c:20]3[cH:21][n:22][c:23]([F:26])[cH:24][c:25]23)[CH2:11][CH2:12][CH2:13][CH2:14]1.[Cl:1][c:2]1[cH:3][c:4]([NH2:9])[cH:5][cH:6][c:7]1[F:8].[Cs+:33].[Cs+:34].[O:35]=[CH:36][N:37]([CH3:38])[CH3:39]>>[Cl:1][c:2]1[cH:3][c:4]([NH:9][c:23]2[n:22][cH:21][c:20]3[n:19][cH:18][c:17]([C:27]#[N:28])[c:16]([NH:15][CH:10]4[CH2:11][CH2:12][CH2:13][CH2:14]4)[c:25]3[cH:24]2)[cH:5][cH:6][c:7]1[F:8]. Starting materials: ClC(Cl)Cl, C[Si](C)(C)c1sc(C=O)cc1C1OCCO1, COC(=O)C=P(c1ccccc1)(c1ccccc1)c1ccccc1. Product: COC(=O)C=Cc1cc(C2OCCO2)c([Si](C)(C)C)s1. Reaction SMILES: [CH:41]([Cl:42])([Cl:43])[Cl:44].[O:1]1[CH:2]([c:6]2[cH:7][c:8]([CH:15]=[O:16])[s:9][c:10]2[Si:11]([CH3:12])([CH3:13])[CH3:14])[O:3][CH2:4][CH2:5]1.[c:17]1([P:18]([c:19]2[cH:20][cH:21][cH:22][cH:23][cH:24]2)([c:25]2[cH:26][cH:27][cH:28][cH:29][cH:30]2)=[CH:36][C:37](=[O:38])[O:39][CH3:40])[cH:31][cH:32][cH:33][cH:34][cH:35]1>>[O:1]1[CH:2]([c:6]2[cH:7][c:8]([CH:15]=[CH:36][C:37](=[O:38])[O:39][CH3:40])[s:9][c:10]2[Si:11]([CH3:12])([CH3:13])[CH3:14])[O:3][CH2:4][CH2:5]1. Starting materials: [Cl-].O[NH3+] (hydroxylammonium chloride), C([O-])(O)=O.[Na+] (sodium bicarbonate), FC=1C=C(C#N)C=CC1F (3,4-difluorobenzonitrile). Solvent: O (water), C(C)O (ethanol). Conditions: time 16 hour. Product: FC=1C=C(C=CC1F)C(N)=NO (3,4-Difluoro-N′-hydroxybenzenecarboximidamide). Reaction SMILES: [F:1][C:2]1[CH:3]=[C:4]([CH:7]=[CH:8][C:9]=1[F:10])[C:5]#[N:6].[Cl-].[OH:12][NH3+:13].C(=O)(O)[O-].[Na+]>C(O)C.O>[F:1][C:2]1[CH:3]=[C:4]([C:5](=[N:13][OH:12])[NH2:6])[CH:7]=[CH:8][C:9]=1[F:10] |f:1.2,3.4|. Reported procedure: 1.0 g (7.2 mmol) of 3,4-difluorobenzonitrile was initially charged in 30 ml of ethanol, and a solution of 0.5 g (7.2 mmol) of hydroxylammonium chloride and 0.6 g (7.2 mmol) of sodium bicarbonate in 11 ml of water was added at RT. The reaction mixture was stirred at RT for 16 h, concentrated under reduced pressure and reacted without further purification. The reactants are COC(=O)c1sc2cccc(Cl)c2c1N(C)C, COC(=O)c1sc2cccc(OC)c2c1N. The product is COC(=O)c1sc2cccc(OC)c2c1N(C)C. As a reaction SMILES: [Cl:17][c:18]1[cH:19][cH:20][cH:21][c:22]2[s:23][c:24]([C:30](=[O:31])[O:32][CH3:33])[c:25]([N:27]([CH3:28])[CH3:29])[c:26]12.[NH2:1][c:2]1[c:3]2[c:4]([O:5][CH3:6])[cH:9][cH:10][cH:11][c:12]2[s:13][c:14]1[C:7](=[O:8])[O:15][CH3:16]>>[CH3:7][O:8][c:18]1[cH:19][cH:20][cH:21][c:22]2[s:23][c:24]([C:30](=[O:31])[O:32][CH3:33])[c:25]([N:27]([CH3:28])[CH3:29])[c:26]12. Reactants: CS(=O)(=O)OS(=O)(=O)C (Methane sulfonic anhydride), C(C)OC(C)OCC1NCC=2N(S(C3=C(C2)C=CS3)(=O)=O)C1 (7-[(1-Ethoxyethoxy)methyl]-5,6,7,8-tetrahydro-pyrazino[1,2-b]thieno[3,2-e]-1,2-thiazine 10,10-dioxide). The solvent is C1CCOC1 (THF). Conditions: time 1 hour. The product is CC1OCC2N1CC=1N(S(C3=C(C1)C=CS3)(=O)=O)C2 (7-Methyl-9a,10-dihydro-5H,7H,9H-oxazolo[3',4':4,5]pyrazino[1,2-b]thieno[3,2-e][1,2]thiazine 12,12-dioxide). Reaction SMILES: CS(OS(C)(=O)=O)(=O)=O.C(O[CH:13]([O:15][CH2:16][CH:17]1[CH2:31][N:21]2[S:22](=[O:30])(=[O:29])[C:23]3[S:28][CH:27]=[CH:26][C:24]=3[CH:25]=[C:20]2[CH2:19][NH:18]1)[CH3:14])C>C1COCC1>[CH3:14][CH:13]1[N:18]2[CH2:19][C:20]3[N:21]([CH2:31][CH:17]2[CH2:16][O:15]1)[S:22](=[O:30])(=[O:29])[C:23]1[S:28][CH:27]=[CH:26][C:24]=1[CH:25]=3. Reported procedure: Methane sulfonic anhydride (0.78 g, 4.53 mmol) was added to a solution of the product of Step F (1,3 g, 3.78 mmol) in THF (40 mL) at 0° C. This mixture was stirred for 1 h and then allowed to warm to room temperature and stirred for an additional 2 h. The reaction mixture was washed with a saturated solution of sodium bicarbonate and extracted with ethyl acetate (3×100mL). The combined extracts were dried (MgSO4) and evaporated to a residue which was purified by column chromatography (silica, ac... Starting materials: C(C)(C)NC(C)C (diisopropylamine), C(C1=CC=CC=C1)OC=1C(=C2CC[C@@](OC2=C(C1C)C)(CC(=O)O)C)C ((R)-6-benzyloxy-2,5,7,8-tetramethylchroman-2-acetic acid), C(CCC)[Li] (butyllithium), resultant solution, C(C)(C)[N-]C(C)C.[Li+] (lithium diisopropylamide). Solvent: O1CCCC1 (tetrahydrofuran), O1CCCC1 (tetrahydrofuran). Yields the product C(C1=CC=CC=C1)OC=1C(=C2CCC(OC2=C(C1C)C)(CC(=O)O)C)C ((±)-6-benzyloxy-2,5,7,8-tetramethylchroman-2-acetic acid). RXN SMILES: C(NC(C)C)(C)C.C([Li])CCC.C([N-]C(C)C)(C)C.[Li+].[CH2:21]([O:28][C:29]1[C:30]([CH3:46])=[C:31]2[C:36](=[C:37]([CH3:40])[C:38]=1[CH3:39])[O:35][C@@:34]([CH3:45])([CH2:41][C:42]([OH:44])=[O:43])[CH2:33][CH2:32]2)[C:22]1[CH:27]=[CH:26][CH:25]=[CH:24][CH:23]=1>O1CCCC1>[CH2:21]([O:28][C:29]1[C:30]([CH3:46])=[C:31]2[C:36](=[C:37]([CH3:40])[C:38]=1[CH3:39])[O:35][C:34]([CH3:45])([CH2:41][C:42]([OH:44])=[O:43])[CH2:33][CH2:32]2)[C:22]1[CH:23]=[CH:24][CH:25]=[CH:26][CH:27]=1 |f:2.3|. Reported procedure: To a solution of 11.0 g. of diisopropylamine in 50 ml. of anhydrous tetrahydrofuran at 0° was added 50 ml. of 2N butyllithium solution. To the resultant solution of lithium diisopropylamide was added a solution of 3.54 g. of (R)-6-benzyloxy-2,5,7,8-tetramethylchroman-2-acetic acid in 25 ml. of tetrahydrofuran. The resulting mixture was heated at 50° for 4 hours, acidified with 2N HCI and extracted with ether. The ether solutions were washed with brine, dried (Na2SO4) and stripped of solvent to g... Reported procedure: Prepared from 1-acetyl-3-(1-ethoxy-1-phenylmethylene)-6-methoxycarbonyl-2-indolinone and 4-(pyrrolidin-1-yl-methyl)-aniline Rf value: 0.5 (silica gel, methylene chloride/methanol=9:1) C28H27N3O3 RXN SMILES: C([N:4]1[C:12]2[C:7](=[CH:8][CH:9]=[C:10]([C:13]([O:15][CH3:16])=[O:14])[CH:11]=2)[C:6](=[C:17](OCC)[C:18]2[CH:23]=[CH:22][CH:21]=[CH:20][CH:19]=2)[C:5]1=[O:27])(=O)C.[N:28]1([CH2:33][C:34]2[CH:40]=[CH:39][C:37]([NH2:38])=[CH:36][CH:35]=2)[CH2:32][CH2:31][CH2:30][CH2:29]1>>[N:28]1([CH2:33][C:34]2[CH:40]=[CH:39][C:37]([NH:38]/[C:17](=[C:6]3\[C:5](=[O:27])[NH:4][C:12]4[C:7]\3=[CH:8][CH:9]=[C:10]([C:13]([O:15][CH3:16])=[O:14])[CH:11]=4)/[C:18]3[CH:23]=[CH:22][CH:21]=[CH:20][CH:19]=3)=[CH:36][CH:35]=2)[CH2:32][CH2:31][CH2:30][CH2:29]1. Starting materials: C(C)(=O)N1C(C(C2=CC=C(C=C12)C(=O)OC)=C(C1=CC=CC=C1)OCC)=O (1-acetyl-3-(1-ethoxy-1-phenylmethylene)-6-methoxycarbonyl-2-indolinone), N1(CCCC1)CC1=CC=C(N)C=C1 (4-(pyrrolidin-1-yl-methyl)-aniline). Product: N1(CCCC1)CC1=CC=C(N\C(\C2=CC=CC=C2)=C\2/C(NC3=CC(=CC=C23)C(=O)OC)=O)C=C1 (3-Z-[1-(4-(pyrrolidin-1-yl-methyl)-anilino)-1-phenyl-methylene]-6-methoxycarbonyl-2-indolinone). Reactants: MP-B(OAc)3H, C[C@@H]1N(CCNC1)C(=O)OC(C)(C)C (1,1-dimethylethyl (2S)-2-methyl-1-piperazinecarboxylate), C(C)(=O)O (acetic acid), C(C)N1N=CC=2C1=NC(=C(C2NC2CCOCC2)CNC(CC(=O)NCC=2C=C(C(=CC2)F)C2=CC(=CC=C2)C=O)=O)CC (N-{[1,6-diethyl-4-(tetrahydro-2H-pyran-4-ylamino)-1H-pyrazolo[3,4-b]pyridin-5-yl]methyl}-N′-[(6-fluoro-3′-formyl-3-biphenylyl)methyl]propanediamide). Solvent: CS(=O)C (DMSO). Run at time 4 hour. Product: C(C)N1N=CC=2C1=NC(=C(C2NC2CCOCC2)CNC(CC(=O)NCC=2C=C(C(=CC2)F)C2=CC(=CC=C2)CN2C[C@@H](NCC2)C)=O)CC (N-{[1,6-Diethyl-4-(tetrahydro-2H-pyran-4-ylamino)-1H-pyrazolo[3,4-b]pyridin-5-yl]methyl}-N′-[(6-fluoro-3′-{[(3S)-3-methyl-1-piperazinyl]methyl}-3-biphenylyl)methyl]propanediamide). Yield: 39.7%. As a reaction SMILES: [CH2:1]([N:3]1[C:7]2=[N:8][C:9]([CH2:43][CH3:44])=[C:10]([CH2:19][NH:20][C:21](=[O:42])[CH2:22][C:23]([NH:25][CH2:26][C:27]3[CH:28]=[C:29]([C:34]4[CH:39]=[CH:38][CH:37]=[C:36]([CH:40]=O)[CH:35]=4)[C:30]([F:33])=[CH:31][CH:32]=3)=[O:24])[C:11]([NH:12][CH:13]3[CH2:18][CH2:17][O:16][CH2:15][CH2:14]3)=[C:6]2[CH:5]=[N:4]1)[CH3:2].[CH3:45][C@H:46]1[CH2:51][NH:50][CH2:49][CH2:48][N:47]1C(OC(C)(C)C)=O.C(O)(=O)C>CS(C)=O>[CH2:1]([N:3]1[C:7]2=[N:8][C:9]([CH2:43][CH3:44])=[C:10]([CH2:19][NH:20][C:21](=[O:42])[CH2:22][C:23]([NH:25][CH2:26][C:27]3[CH:28]=[C:29]([C:34]4[CH:35]=[CH:36][CH:40]=[C:38]([CH2:37][N:50]5[CH2:49][CH2:48][NH:47][C@@H:46]([CH3:45])[CH2:51]5)[CH:39]=4)[C:30]([F:33])=[CH:31][CH:32]=3)=[O:24])[C:11]([NH:12][CH:13]3[CH2:14][CH2:15][O:16][CH2:17][CH2:18]3)=[C:6]2[CH:5]=[N:4]1)[CH3:2]. Reported procedure: N-{[1,6-diethyl-4-(tetrahydro-2H-pyran-4-ylamino)-1H-pyrazolo[3,4-b]pyridin-5-yl]methyl}-N′-[(6-fluoro-3′-formyl-3-biphenylyl)methyl]propanediamide (36.0 mg, 0.06 mmol) was diluted in DMSO (1.5 mL) and dispensed into a 1 dram vial containing 1,1-dimethylethyl (2S)-2-methyl-1-piperazinecarboxylate (0.18 mmol) and acetic acid (3.6 mg, 0.6 mmol) and fitted with a magnetic stir bar. The resulting solution was stirred at room temperature for 4 h. MP-B(OAc)3H (0.6 mmol, 140 mg) was added and the solut... Reactants: COc1cc(CC#N)ccc1OCCOc1ccc(F)cc1, N, C1CCOC1. Product: COc1cc(CCN)ccc1OCCOc1ccc(F)cc1. Reaction SMILES: [F:1][c:2]1[cH:3][cH:4][c:5]([O:6][CH2:7][CH2:8][O:9][c:10]2[c:11]([O:19][CH3:20])[cH:12][c:13]([CH2:16][C:17]#[N:18])[cH:14][cH:15]2)[cH:21][cH:22]1.[NH3:23].[O:24]1[CH2:25][CH2:26][CH2:27][CH2:28]1>>[F:1][c:2]1[cH:3][cH:4][c:5]([O:6][CH2:7][CH2:8][O:9][c:10]2[c:11]([O:19][CH3:20])[cH:12][c:13]([CH2:16][CH2:17][NH2:18])[cH:14][cH:15]2)[cH:21][cH:22]1.